Dataset: the Open Reaction Database (ORD), a public repository of structured organic reaction records. Task: describe an organic reaction: reactants, conditions, products, and yield The reactants are C(C)N1N=CC(=C1)CN1C(N(C(C2=C1C=C(S2)C2=CC=CC=C2)=O)C2CCN(CC2)C(=O)OC(C)(C)C)=O (Tert-butyl 4-{1-[(1-ethyl-1H-pyrazol-4-yl)methyl]-2,4-dioxo-6-phenyl-1,4-dihydrothieno[3,2-d]pyrimidin-3(2H)-yl}piperidine-1-carboxylate), Cl (hydrogen chloride). Run in O1CCOCC1 (1,4-dioxane). Conditions: time 1 hour. Yields the product Cl.C(C)N1N=CC(=C1)CN1C(N(C(C2=C1C=C(S2)C2=CC=CC=C2)=O)C2CCNCC2)=O (1-[(1-Ethyl-1H-pyrazol-4-yl)methyl]-6-phenyl-3-(piperidin-4-yl)thieno[3,2-d]pyrimidine-2,4(1H,3H)-dione hydrochloride). Reaction SMILES: [CH2:1]([N:3]1[CH:7]=[C:6]([CH2:8][N:9]2[C:14]3[CH:15]=[C:16]([C:18]4[CH:23]=[CH:22][CH:21]=[CH:20][CH:19]=4)[S:17][C:13]=3[C:12](=[O:24])[N:11]([CH:25]3[CH2:30][CH2:29][N:28](C(OC(C)(C)C)=O)[CH2:27][CH2:26]3)[C:10]2=[O:38])[CH:5]=[N:4]1)[CH3:2].[ClH:39]>O1CCOCC1>[ClH:39].[CH2:1]([N:3]1[CH:7]=[C:6]([CH2:8][N:9]2[C:14]3[CH:15]=[C:16]([C:18]4[CH:23]=[CH:22][CH:21]=[CH:20][CH:19]=4)[S:17][C:13]=3[C:12](=[O:24])[N:11]([CH:25]3[CH2:30][CH2:29][NH:28][CH2:27][CH2:26]3)[C:10]2=[O:38])[CH:5]=[N:4]1)[CH3:2] |f:3.4|. Procedure details: Tert-butyl 4-{1-[(1-ethyl-1H-pyrazol-4-yl)methyl]-2,4-dioxo-6-phenyl-1,4-dihydrothieno[3,2-d]pyrimidin-3(2H)-yl}piperidine-1-carboxylate (763 mg; compound B18) is dissolved in a solution of hydrogen chloride in 1,4-dioxane (10 ml, 4.0 M). The solution is stirred for 1 h at RT. The resulting precipitate is filtered off, washed with diethyl ether and dried to give the crude title compound. To remove impurities the free base is submitted to flash column chromatography (silica gel, eluent: MeOH). Th... Reactants: ClC=1C=NC=C(C(=O)[O-])C1 (5-chloronicotinate), [OH-].[Na+] (NaOH), Cl (HCl). Run at temperature 60 celsius. Product: ClC=1C=NC=C(C(=O)O)C1 (5-chloronicotinic acid). Yield: 65.3%. RXN SMILES: [Cl:1][C:2]1[CH:3]=[N:4][CH:5]=[C:6]([CH:10]=1)[C:7]([O-:9])=[O:8].[OH-].[Na+].Cl>>[Cl:1][C:2]1[CH:3]=[N:4][CH:5]=[C:6]([CH:10]=1)[C:7]([OH:9])=[O:8] |f:1.2|. Procedure: To 5-chloronicotinate (10.5 g) was added 1N NaOH (84.9 mL) at ambient temperature. The mixture was heated at 60° C. for 1 hour. The reaction mixture was adjusted to pH 4–5 with HCl. The precipitate was filtered to give 5-chloronicotinic acid (6.9 g) a colorless solid. Reactants: C(C)(C)NC(C)C.[Li] (lithium diisopropylamine), solution, FC1=CC=C(C=C1)F (1,4-Difluorobenzene), N1(CCOCC1)C([C@H](C)OC1OCCCC1)=O ((2S)-1-Morpholin-4-yl-2-(tetrahydro-pyran-2-yloxy)-propan-1-one). The solvent is C1CCOC1 (THF), C1CCOC1.CCCCCCC (THF Heptane). Run at temperature 0 celsius, time 2 hour. The product is FC1=C(C=C(C=C1)F)C([C@H](C)OC1OCCCC1)=O ((2S)-1-(2,5-Difluoro-phenyl)-2-(tetrahydro-pyran-2-yloxy)-propan-1-one). Yield: 46.2%. Reaction SMILES: [F:1][C:2]1[CH:7]=[CH:6][C:5]([F:8])=[CH:4][CH:3]=1.N1([C:15](=[O:25])[C@@H:16]([O:18][CH:19]2[CH2:24][CH2:23][CH2:22][CH2:21][O:20]2)[CH3:17])CCOCC1.C(NC(C)C)(C)C.[Li]>C1COCC1.C1COCC1.CCCCCCC>[F:1][C:2]1[CH:7]=[CH:6][C:5]([F:8])=[CH:4][C:3]=1[C:15](=[O:25])[C@@H:16]([O:18][CH:19]1[CH2:24][CH2:23][CH2:22][CH2:21][O:20]1)[CH3:17] |f:2.3,5.6,^1:32|. Procedure details: 1,4-Difluorobenzene (1.8 g; 15.8 mmol) and (2S)-1-Morpholin-4-yl-2-(tetrahydro-pyran-2-yloxy)-propan-1-one (3 g; 10.5 mmol) are dissolved in dry THF (15 ml). The mixture is cooled to 0° C. and then lithium diisopropylamine (7.9 ml of a 2M solution in THF/Heptane; 15.8 mmol) is added dropwise over a period of 20 minutes. The mixture is stirred for another 2 hours at 0° C. The reaction is then quenched with a saturated ammonium chloride solution. The reaction mixture is extracted with ethyl acetat... Starting materials: Cn1cc(C2=C(c3cn(C(=O)C(C)(C)C)c4cc([N+](=O)[O-])ccc34)C(=O)NC2=O)c2ccccc21, CCOC(C)=O, CCCCCC, CO. The product is Cn1cc(C2=C(c3c[nH]c4cc([N+](=O)[O-])ccc34)C(=O)NC2=O)c2ccccc21. As a reaction SMILES: [CH3:1][C:2]([CH3:3])([CH3:4])[C:34]([n:5]1[cH:6][c:7]([C:17]2=[C:21]([c:22]3[cH:23][n:24]([CH3:31])[c:25]4[cH:26][cH:27][cH:28][cH:29][c:30]34)[C:20](=[O:32])[NH:19][C:18]2=[O:33])[c:8]2[cH:9][cH:10][c:11]([N+:14](=[O:15])[O-:16])[cH:12][c:13]12)=[O:35].[CH3:36][CH2:37][O:38][C:39](=[O:40])[CH3:41].[CH3:42][CH2:43][CH2:44][CH2:45][CH2:46][CH3:47].[CH3:48][OH:49]>>[nH:5]1[cH:6][c:7]([C:17]2=[C:21]([c:22]3[cH:23][n:24]([CH3:31])[c:25]4[cH:26][cH:27][cH:28][cH:29][c:30]34)[C:20](=[O:32])[NH:19][C:18]2=[O:33])[c:8]2[cH:9][cH:10][c:11]([N+:14](=[O:15])[O-:16])[cH:12][c:13]12. The reactants are C(#N)C1=C(C=CC=C1)C1=CC=C(C=C1)CNC1=NC=C(C(=C1NC(=O)C1CC1)C)Br (2-(2'-cyanobiphenyl-4-yl)methylamino-3-cyclopropanecarboxamido-5-bromo-4-methylpyridine), O.C1(=CC=C(C=C1)S(=O)(=O)O)C (p-toluenesulfonic acid monohydrate), 4A. Solvent: C1(=CC=CC=C1)C (Toluene). Run at time 3 hour. Yields the product C1(CC1)C1=NC=2C(=NC=C(C2C)Br)N1CC1=CC=C(C=C1)C1=C(C=CC=C1)C#N (2-cyclopropyl-3-(2'-cyanobiphenyl-4-yl)methyl-6-bromo-7-methyl-3H-imidazo[4,5-b]pyridine). The yield is 89.2%. Reaction SMILES: [C:1]([C:3]1[CH:8]=[CH:7][CH:6]=[CH:5][C:4]=1[C:9]1[CH:14]=[CH:13][C:12]([CH2:15][NH:16][C:17]2[C:22]([NH:23][C:24]([CH:26]3[CH2:28][CH2:27]3)=O)=[C:21]([CH3:29])[C:20]([Br:30])=[CH:19][N:18]=2)=[CH:11][CH:10]=1)#[N:2].O.C1(C)C=CC(S(O)(=O)=O)=CC=1>C1(C)C=CC=CC=1>[CH:26]1([C:24]2[N:16]([CH2:15][C:12]3[CH:13]=[CH:14][C:9]([C:4]4[CH:5]=[CH:6][CH:7]=[CH:8][C:3]=4[C:1]#[N:2])=[CH:10][CH:11]=3)[C:17]3=[N:18][CH:19]=[C:20]([Br:30])[C:21]([CH3:29])=[C:22]3[N:23]=2)[CH2:28][CH2:27]1 |f:1.2|. Procedure details: Toluene (20 ml) was added to 2.0 g (4.3 mmol) of 2-(2'-cyanobiphenyl-4-yl)methylamino-3-cyclopropanecarboxamido-5-bromo-4-methylpyridine, p-toluenesulfonic acid monohydrate (200 mg) and Molecular Sieves 4A (500 mg), followed by heating under reflux with stirring for 3 hours. The reaction solution was brought to room temperature and filtered through Celite to remove insolubles. Chloroform (100 ml) and an aqueous solution (100 ml) of sodium hydrogen-carbonate were added to the filtrate and the obt... Starting materials: Cl (hydrochloric acid), CC(C(C)=O)CCCCCCCCCCCCCC (3-methyl-heptadecan-2-one), O.NN (hydrazine hydrate), [OH-].[Na+] (sodium hydroxide). As a reaction SMILES: [CH3:1][CH:2]([CH2:6][CH2:7][CH2:8][CH2:9][CH2:10][CH2:11][CH2:12][CH2:13][CH2:14][CH2:15][CH2:16][CH2:17][CH2:18][CH3:19])[C:3](=O)[CH3:4].O.NN.[OH-].[Na+].Cl>O.C(O)COCCO>[CH3:1][CH:2]([CH2:6][CH2:7][CH2:8][CH2:9][CH2:10][CH2:11][CH2:12][CH2:13][CH2:14][CH2:15][CH2:16][CH2:17][CH2:18][CH3:19])[CH2:3][CH3:4] |f:1.2,3.4|. Procedure details: 2 g (7.46 mmol) of 3-methyl-heptadecan-2-one (Compound No. 3 of Table 1) are introduced into 10 ml of diethylene glycol, and the mixture is treated with 1.11 g (22.4 mmol) of hydrazine hydrate and 1.2 g (29.85 mmol) of sodium hydroxide. The mixture is stirred for twenty hours at 200° C. When the mixture has cooled to room temperature, it is treated with 100 ml of water, acidified with hydrochloric acid, with cooling, and extracted three times using cyclohexane. The combined organic extracts are ... Yield: 52.7%. Conditions: temperature 200 celsius. Yields the product CC(CC)CCCCCCCCCCCCCC (3-methylheptadecane). Solvent: C(COCCO)O (diethylene glycol), O (water). Reactants: COC(C1=CC(=CC(=C1)C=1OC=CN1)[N+](=O)[O-])=O (3-nitro-5-oxazol-2-yl-benzoic acid methyl ester), [H][H] (hydrogen). The reagents and catalysts are [Pd] (Pd/C). Run in CO (MeOH), C1CCOC1 (THF). Product: COC(C1=CC(=CC(=C1)C=1OC=CN1)N)=O (3-Amino-5-oxazol-2-yl-benzoic acid methyl ester). As a reaction SMILES: [CH3:1][O:2][C:3](=[O:18])[C:4]1[CH:9]=[C:8]([C:10]2[O:11][CH:12]=[CH:13][N:14]=2)[CH:7]=[C:6]([N+:15]([O-])=O)[CH:5]=1.[H][H]>CO.C1COCC1.[Pd]>[CH3:1][O:2][C:3](=[O:18])[C:4]1[CH:9]=[C:8]([C:10]2[O:11][CH:12]=[CH:13][N:14]=2)[CH:7]=[C:6]([NH2:15])[CH:5]=1. Procedure details: A solution of 11.7 g (47.1 mmol) of 3-nitro-5-oxazol-2-yl-benzoic acid methyl ester in 1 l of MeOH and 200 ml of THF is stirred under an atmosphere of hydrogen in the presence of 0.6 g of Pd/C (10%) until the hydrogen up-take ceases. The mixture is filtered over high-flow, and the filtrate is washed with THF and evaporated to yield the product. Reactants: O1CCOC2=C1C=CC(=C2)CN(C(OC(C)(C)C)=O)C2CCNCC2 (tert-butyl (2,3-dihydro-1,4-benzodioxin-6-ylmethyl)(piperidin-4-yl)carbamate), CN(C1=CC=C2C(=CC(N(C2=C1)CC=O)=O)C)C ((7-dimethylamino-4-methyl-2-oxoquinolin-1(2H)-yl)acetaldehyde), C(C)(=O)O[BH-](OC(C)=O)OC(C)=O.[Na+] (sodium triacetoxyborohydride), C(O)([O-])=O.[Na+] (sodium hydrogen carbonate). Solvent: C(C)(=O)O (acetic acid), C(Cl)(Cl)Cl (chloroform). Conditions: time 8 hour. Product: O1CCOC2=C1C=CC(=C2)CN(C(OC(C)(C)C)=O)C2CCN(CC2)CCN2C(C=C(C1=CC=C(C=C21)N(C)C)C)=O (tert-butyl (2,3-dihydro-1,4-benzodioxin-6-ylmethyl)(1-(2-(7-dimethylamino-4-methyl-2-oxoquinolin-1(2H)-yl)ethyl)piperidin-4-yl)carbamate). Yield: 40.3%. RXN SMILES: [O:1]1[C:6]2[CH:7]=[CH:8][C:9]([CH2:11][N:12]([CH:20]3[CH2:25][CH2:24][NH:23][CH2:22][CH2:21]3)[C:13](=[O:19])[O:14][C:15]([CH3:18])([CH3:17])[CH3:16])=[CH:10][C:5]=2[O:4][CH2:3][CH2:2]1.[CH3:26][N:27]([CH3:43])[C:28]1[CH:37]=[C:36]2[C:31]([C:32]([CH3:42])=[CH:33][C:34](=[O:41])[N:35]2[CH2:38][CH:39]=O)=[CH:30][CH:29]=1.C(O[BH-](OC(=O)C)OC(=O)C)(=O)C.[Na+].C(=O)([O-])O.[Na+]>C(O)(=O)C.C(Cl)(Cl)Cl>[O:1]1[C:6]2[CH:7]=[CH:8][C:9]([CH2:11][N:12]([CH:20]3[CH2:25][CH2:24][N:23]([CH2:39][CH2:38][N:35]4[C:36]5[C:31](=[CH:30][CH:29]=[C:28]([N:27]([CH3:43])[CH3:26])[CH:37]=5)[C:32]([CH3:42])=[CH:33][C:34]4=[O:41])[CH2:22][CH2:21]3)[C:13](=[O:19])[O:14][C:15]([CH3:18])([CH3:16])[CH3:17])=[CH:10][C:5]=2[O:4][CH2:3][CH2:2]1 |f:2.3,4.5|. Procedure details: To 2 mL of a chloroform solution containing 0.21 g of tert-butyl (2,3-dihydro-1,4-benzodioxin-6-ylmethyl)(piperidin-4-yl)carbamate, 0.15 g of (7-dimethylamino-4-methyl-2-oxoquinolin-1(2H)-yl)acetaldehyde, 10 μL of acetic acid and 0.20 g of sodium triacetoxyborohydride were added, and stirred at room temperature overnight. Aqueous saturated sodium hydrogen carbonate solution was added, the organic layer was separated, and the aqueous layer was extracted with chloroform. The organic layer and extr... The reactants are COC1=CC=C(C=C1)C(C(Cl)C1=CC=C(C=C1)OC)=O (1,2-bis(4-methoxyphenyl)-2-chloroethanone), CN(C)CC(N)=S (2-(N,N-dimethylamino)ethanethioamide). Run in C(C)O (ethanol). Yields the product Cl.COC1=CC=C(C=C1)C=1N=C(SC1C1=CC=C(C=C1)OC)CN(C)C (4,5-bis(4-methoxyphenyl)-2-(N,N-dimethylaminomethyl)thiazole hydrochloride). Isolated yield 19.2%. RXN SMILES: [CH3:1][O:2][C:3]1[CH:8]=[CH:7][C:6]([C:9](=O)[CH:10]([C:12]2[CH:17]=[CH:16][C:15]([O:18][CH3:19])=[CH:14][CH:13]=2)[Cl:11])=[CH:5][CH:4]=1.[CH3:21][N:22]([CH2:24][C:25](=[S:27])[NH2:26])[CH3:23]>C(O)C>[ClH:11].[CH3:1][O:2][C:3]1[CH:8]=[CH:7][C:6]([C:9]2[N:26]=[C:25]([CH2:24][N:22]([CH3:23])[CH3:21])[S:27][C:10]=2[C:12]2[CH:17]=[CH:16][C:15]([O:18][CH3:19])=[CH:14][CH:13]=2)=[CH:5][CH:4]=1 |f:3.4|. Reported procedure: A mixture of 1,2-bis(4-methoxyphenyl)-2-chloroethanone (11.05 g) and 2-(N,N-dimethylamino)ethanethioamide 5.39 g) in ethanol (100 ml) was refluxed for 2 hours. After allowing to cool to room temperature, the solvent was evaporated in vacuo, and the residue was dissolved in chloroform (500 ml) and aqueous solution of sodium hydrogencarbonte (500 ml). The separated organic layer was washed with water and brine, dried over magnesium sulfate and treated with activated charcoal. After filtration, the... Reactants: CC1(OC2=C(C(C1)C1=NC=CC=C1C)C=CC=C2)C (3,4-dihydro-2,2-dimethyl-4-(3-methyl-2-pyridyl)-2H-1-benzopyran), F[B-](F)(F)F.O=[N+]=O (nitronium tetrafluoroborate). Run in C(C)#N (acetonitrile). The product is CC1(OC2=C(C(C1)C1=NC=CC=C1C)C=C(C=C2)[N+](=O)[O-])C (3,4-dihydro-2,2-dimethyl-4-(3-methyl-2-pyridyl)-6-nitro-2H-1-benzopyran). The yield is 46.4%. As a reaction SMILES: [CH3:1][C:2]1([CH3:19])[CH2:7][CH:6]([C:8]2[C:13]([CH3:14])=[CH:12][CH:11]=[CH:10][N:9]=2)[C:5]2[CH:15]=[CH:16][CH:17]=[CH:18][C:4]=2[O:3]1.F[B-](F)(F)F.[O:25]=[N+:26]=[O:27]>C(#N)C>[CH3:1][C:2]1([CH3:19])[CH2:7][CH:6]([C:8]2[C:13]([CH3:14])=[CH:12][CH:11]=[CH:10][N:9]=2)[C:5]2[CH:15]=[C:16]([N+:26]([O-:27])=[O:25])[CH:17]=[CH:18][C:4]=2[O:3]1 |f:1.2|. Procedure details: 685 mg of 3,4-dihydro-2,2-dimethyl-4-(3-methyl-2-pyridyl)-2H-1-benzopyran were dissolved in 20 ml of acetonitrile at room temperature and 360 mg of nitronium tetrafluoroborate were added. After 30 minutes the solvent was removed by evaporation and ethyl acetate and water were added. The organic phase was dried over sodium sulphate and evaporated. The residue was chromatographed on silica gel using ethyl acetate/petroleum ether (1:4) for the elution. There were obtained 374 mg of 3,4-dihydro-2,2-...